From a dataset of the Open Reaction Database (ORD), a public repository of structured organic reaction records. describe an organic reaction: reactants, conditions, products, and yield The reactants are COc1ccc(N2CCNCC2)cc1, CCN(C(C)C)C(C)C, CCCc1cc(CCC=O)nn1-c1ccccc1. Product: CCCc1cc(CCCN2CCN(c3ccc(OC)cc3)CC2)nn1-c1ccccc1. Reaction SMILES: [CH3:19][O:20][c:21]1[cH:22][cH:23][c:24]([N:27]2[CH2:28][CH2:29][NH:30][CH2:31][CH2:32]2)[cH:25][cH:26]1.[CH:33]([N:34]([CH2:35][CH3:36])[CH:37]([CH3:38])[CH3:39])([CH3:40])[CH3:41].[c:1]1(-[n:7]2[n:8][c:9]([CH2:15][CH2:16][CH:17]=[O:18])[cH:10][c:11]2[CH2:12][CH2:13][CH3:14])[cH:2][cH:3][cH:4][cH:5][cH:6]1>>[c:1]1(-[n:7]2[n:8][c:9]([CH2:15][CH2:16][CH2:17][N:30]3[CH2:29][CH2:28][N:27]([c:24]4[cH:23][cH:22][c:21]([O:20][CH3:19])[cH:26][cH:25]4)[CH2:32][CH2:31]3)[cH:10][c:11]2[CH2:12][CH2:13][CH3:14])[cH:2][cH:3][cH:4][cH:5][cH:6]1.